From a dataset of the Open Reaction Database (ORD), a public repository of structured organic reaction records. describe an organic reaction: reactants, conditions, products, and yield The reactants are CC(=O)N1c2c(ccn3c(C)c(C)nc23)C(O)C(OC(=O)C(C)(C)C)C1c1ccccc1, O=C([O-])[O-], CO, [K+], [K+]. Product: CC(=O)N1c2c(ccn3c(C)c(C)nc23)C(O)C(O)C1c1ccccc1. RXN SMILES: [C:1]([CH3:2])(=[O:3])[N:4]1[CH:5]([c:27]2[cH:28][cH:29][cH:30][cH:31][cH:32]2)[CH:6]([O:20][C:21](=[O:22])[C:23]([CH3:24])([CH3:25])[CH3:26])[CH:7]([OH:19])[c:8]2[cH:9][cH:10][n:11]3[c:12]([c:13]21)[n:14][c:15]([CH3:18])[c:16]3[CH3:17].[C:33](=[O:34])([O-:35])[O-:36].[CH3:39][OH:40].[K+:37].[K+:38]>>[C:1]([CH3:2])(=[O:3])[N:4]1[CH:5]([c:27]2[cH:28][cH:29][cH:30][cH:31][cH:32]2)[CH:6]([OH:20])[CH:7]([OH:19])[c:8]2[cH:9][cH:10][n:11]3[c:12]([c:13]21)[n:14][c:15]([CH3:18])[c:16]3[CH3:17]. Starting materials: Cl (hydrochloric acid), C(C)OC(=O)C1=C(C=C(OCC2=NC=C(C=C2)C2CCN(CC2)C(=O)OC(C)(C)C)C=C1)F (tert-butyl 4-[2-(4-ethoxycarbonyl-3-fluorophenoxymethyl)pyridin-5-yl]piperidine-1-carboxylate), O.[OH-].[Li+] (lithium hydroxide monohydrate). Solvent: O (water), C(C)O (ethanol), O (water). Run at time 8 hour. The product is C(=O)(O)C1=C(C=C(OCC2=NC=C(C=C2)C2CCN(CC2)C(=O)OC(C)(C)C)C=C1)F (tert-Butyl 4-[2-(4-carboxy-3-fluorophenoxymethyl)pyridin-5-yl]piperidine-1-carboxylate). Isolated yield 101.1%. RXN SMILES: C([O:3][C:4]([C:6]1[CH:32]=[CH:31][C:9]([O:10][CH2:11][C:12]2[CH:17]=[CH:16][C:15]([CH:18]3[CH2:23][CH2:22][N:21]([C:24]([O:26][C:27]([CH3:30])([CH3:29])[CH3:28])=[O:25])[CH2:20][CH2:19]3)=[CH:14][N:13]=2)=[CH:8][C:7]=1[F:33])=[O:5])C.O.[OH-].[Li+].Cl>C(O)C.O>[C:4]([C:6]1[CH:32]=[CH:31][C:9]([O:10][CH2:11][C:12]2[CH:17]=[CH:16][C:15]([CH:18]3[CH2:23][CH2:22][N:21]([C:24]([O:26][C:27]([CH3:28])([CH3:29])[CH3:30])=[O:25])[CH2:20][CH2:19]3)=[CH:14][N:13]=2)=[CH:8][C:7]=1[F:33])([OH:5])=[O:3] |f:1.2.3|. Reported procedure: To a solution of tert-butyl 4-[2-(4-ethoxycarbonyl-3-fluorophenoxymethyl)pyridin-5-yl]piperidine-1-carboxylate (Example 9) (60 mg, 0.131 mmol) in ethanol (0.9 mL)-water (0.2 mL) was added lithium hydroxide monohydrate (16 mg, 0.393 mmol). The mixture was stirred at room temperature overnight, diluted with water, neutralized by the addition of 1N hydrochloric acid and then extracted with chloroform. The organic layer was washed with brine, dried over anhydrous sodium sulfate and concentrated unde... The reactants are CC(C(=O)OCC)(C)OC1OCCCC1 (ethyl 2-methyl-2-(tetrahydro-2H-pyran-2-yloxy)propanoate), [OH-].[Li+] (lithium hydroxide). The solvent is O1CCCC1 (tetrahydrofuran), CO (methanol), O (water). Reaction conditions: time 8 hour. The product is CC(C(=O)O)(C)OC1OCCCC1 (2-Methyl-2-(tetrahydro-2H-pyran-2-yloxy)propanoic acid). Isolated yield 96.6%. Reaction SMILES: [CH3:1][C:2]([O:9][CH:10]1[CH2:15][CH2:14][CH2:13][CH2:12][O:11]1)([CH3:8])[C:3]([O:5]CC)=[O:4].[OH-].[Li+]>O1CCCC1.CO.O>[CH3:8][C:2]([O:9][CH:10]1[CH2:15][CH2:14][CH2:13][CH2:12][O:11]1)([CH3:1])[C:3]([OH:5])=[O:4] |f:1.2|. Reported procedure: To a solution of ethyl 2-methyl-2-(tetrahydro-2H-pyran-2-yloxy)propanoate (0.5 g, 2.31 mmol) in tetrahydrofuran (2 mL) and methanol (6 mL) was added a solution of lithium hydroxide (0.277 g, 11.56 mmol) in water (6 mL). The resulting mixture was stirred at room temperature overnight. The organic solvents were removed under reduced pressure and the resulting aqueous phase was acidified using hydrochloric acid 2N until pH=4. The formed precipitate was extracted with ethyl ether (3×25 mL). The comb...